From a dataset of the Open Reaction Database (ORD), a public repository of structured organic reaction records. describe an organic reaction: reactants, conditions, products, and yield The reactants are C(C1=CC=CC=C1)ON (O-benzylhydroxylamine), [N+](=O)([O-])C1=C(C=CC=C1)S(=O)(=O)Cl (o-nitrobenzenesulfonyl chloride). The solvent is O1CCCC1 (tetrahydrofuran), O1CCCC1 (tetrahydrofuran). Conditions: time 16 hour. The product is C1(=CC=CC=C1)CONS(=O)(=O)C1=C(C=CC=C1)[N+](=O)[O-] (N-(phenylmethoxy)-2-nitrobenzenesulfonamide). Yield: 93.2%. Reaction SMILES: [CH2:1]([O:8][NH2:9])[C:2]1[CH:7]=[CH:6][CH:5]=[CH:4][CH:3]=1.[N+:10]([C:13]1[CH:18]=[CH:17][CH:16]=[CH:15][C:14]=1[S:19](Cl)(=[O:21])=[O:20])([O-:12])=[O:11]>O1CCCC1>[C:2]1([CH2:1][O:8][NH:9][S:19]([C:14]2[CH:15]=[CH:16][CH:17]=[CH:18][C:13]=2[N+:10]([O-:12])=[O:11])(=[O:20])=[O:21])[CH:7]=[CH:6][CH:5]=[CH:4][CH:3]=1. Procedure: A solution of 96.4 g of O-benzylhydroxylamine in 80 ml of tetrahydrofuran was added to a solution of 86.8 g of o-nitrobenzenesulfonyl chloride in 400 ml of tetrahydrofuran at 5°-10°. After stirring at ambient temperature for 16 hours the solvent was evaporated. The residue was washed with water, filtered and dried to give 112.6 g of N-(phenylmethoxy)-2-nitrobenzenesulfonamide, m.p. 148°-151°. Starting materials: FC=1C=C(C=CC1)SC1=CC2=C(C=C1)C1=C(C(NCC1)(C)CN1C(C3=CC=CC=C3C1=O)=O)O2 (2-[7-(3-fluoro-phenylsulfanyl)-1-methyl-1,2,3,4-tetrahydro-benzofuro[2,3-c]pyridin-1-ylmethyl]isoindole-1,3-dione), CO (methanol), OOS(=O)[O-].[K+] (Oxone), O (water). Reaction conditions: time 8 hour. Product: FC=1C=C(C=CC1)S(=O)(=O)C1=CC2=C(C=C1)C1=C(C(NCC1)(C)CN1C(C3=CC=CC=C3C1=O)=O)O2 (2-[7-(3-fluoro-benzenesulfonyl)-1-methyl-1,2,3,4-tetrahydro-benzofuro[2,3-c]pyridin-1-ylmethyl]isoindole-1,3-dione). Reaction SMILES: [F:1][C:2]1[CH:3]=[C:4]([S:8][C:9]2[CH:14]=[CH:13][C:12]3[C:15]4[CH2:20][CH2:19][NH:18][C:17]([CH2:22][N:23]5C(=O)[C:30]6[C:25](=[CH:26][CH:27]=[CH:28][CH:29]=6)[C:24]5=[O:33])([CH3:21])[C:16]=4[O:34][C:11]=3[CH:10]=2)[CH:5]=[CH:6][CH:7]=1.[CH3:35][OH:36].[OH:37]OS([O-])=O.[K+].[OH2:43]>>[F:1][C:2]1[CH:3]=[C:4]([S:8]([C:9]2[CH:14]=[CH:13][C:12]3[C:15]4[CH2:20][CH2:19][NH:18][C:17]([CH2:22][N:23]5[C:35](=[O:36])[C:30]6[C:25](=[CH:26][CH:27]=[CH:28][CH:29]=6)[C:24]5=[O:33])([CH3:21])[C:16]=4[O:34][C:11]=3[CH:10]=2)(=[O:37])=[O:43])[CH:5]=[CH:6][CH:7]=1 |f:2.3|. Reported procedure: To a solution of 2-[7-(3-fluoro-phenylsulfanyl)-1-methyl-1,2,3,4-tetrahydro-benzofuro[2,3-c]pyridin-1-ylmethyl]isoindole-1,3-dione (0.150 g, 0.317 mmol) in methanol (10.0 mL, 247 mmol) was added a solution of Oxone® (0.488 g, 0.794 mmol) in water (5.0 mL, 280 mmol) and the reaction mixture was stirred at room temperature overnight. After 3 h, the reaction was filtered, concentrated, and extracted with DCM/sat. aq. NaHCO3. The organic layer was dried, concentrated and purified by chromatography t... Reactants: CCCCOc1nc(C(F)(F)F)ccc1C=CC(=O)O, Cl, Cc1cc(CN)ccc1NS(C)(=O)=O. The product is CCCCOc1nc(C(F)(F)F)ccc1C=CC(=O)NCc1ccc(NS(C)(=O)=O)c(C)c1. RXN SMILES: [CH2:16]([CH2:17][CH2:18][CH3:19])[O:20][c:21]1[n:22][c:23]([C:32]([F:33])([F:34])[F:35])[cH:24][cH:25][c:26]1[CH:27]=[CH:28][C:29](=[O:30])[OH:31].[ClH:15].[NH2:1][CH2:2][c:3]1[cH:4][c:5]([CH3:14])[c:6]([NH:9][S:10](=[O:11])(=[O:12])[CH3:13])[cH:7][cH:8]1>>[NH:1]([CH2:2][c:3]1[cH:4][c:5]([CH3:14])[c:6]([NH:9][S:10](=[O:11])(=[O:12])[CH3:13])[cH:7][cH:8]1)[C:29]([CH:28]=[CH:27][c:26]1[c:21]([O:20][CH2:16][CH2:17][CH2:18][CH3:19])[n:22][c:23]([C:32]([F:33])([F:34])[F:35])[cH:24][cH:25]1)=[O:30]. Reactants: Cl (HCl), C(C)(=O)C(C(=O)OCC)(CCCCCCO[Si](C)(C)C(C)(C)C)C (Ethyl 2-acetyl-8-(tert-butyldimethylsilyloxy)-2-methyloctanoate), [OH-].[Na+] (NaOH). Solvent: CO (CH3OH), O (water). Reaction conditions: temperature 50 celsius. The product is OCCCCCCC(C(C)=O)C (9-Hydroxy-3-methylnonan-2-one). Yield: 65.5%. As a reaction SMILES: [C:1]([C:4](C)([CH2:10][CH2:11][CH2:12][CH2:13][CH2:14][CH2:15][O:16][Si](C(C)(C)C)(C)C)[C:5](OCC)=O)(=[O:3])[CH3:2].[OH-].[Na+].Cl>CO.O>[OH:16][CH2:15][CH2:14][CH2:13][CH2:12][CH2:11][CH2:10][CH:4]([CH3:5])[C:1](=[O:3])[CH3:2] |f:1.2|. Procedure details: Ethyl 2-acetyl-8-(tert-butyldimethylsilyloxy)-2-methyloctanoate (13.5 g, 37.65 mmol) was dissolved in 10 mL CH3OH to which 5 g NaOH in 50 mL water was then added. The mixture was then heated to 50° C. overnight. The volume of the reaction mixture was reduced to about 50 mL under reduced pressure and acidified to pH 1 by the addition of 2 M HCl. This resulting mixture was heated to 60° C. for 5 hours. After cooling to room temperature the product was extracted into EtOAc. Concentration gave a yel... Reactants: BrC=1C=C(C(N(C1)C)=O)NC1=NN2C(COC(C2)(C)C)=C1 (5-Bromo-3-(6,6-dimethyl-6,7-dihydro-4H-pyrazolo[5,1-c][1,4]oxazin-2-ylamino)-1-methylpyridin-2(1H)-one), C(C)(=O)OCC=1C(=NC=CC1B1OC(C(O1)(C)C)(C)C)N1C(C2=C(C=C(C=C2C=N1)C(C)(C)C)F)=O ((2-(6-tert-butyl-8-fluoro-1-oxophthalazin-2(1H)-yl)-4-(4,4,5,5-tetramethyl-1,3,2-dioxaborolan-2-yl)pyridin-3-yl)methyl acetate), C(C)(=O)[O-].[Na+] (sodium acetate), [O-]P(=O)([O-])[O-].[K+].[K+].[K+] (K3PO4), trihydrate. The reagents and catalysts are C1=CC=C(C=C1)P([C-]2C=CC=C2)C3=CC=CC=C3.C1=CC=C(C=C1)P([C-]2C=CC=C2)C3=CC=CC=C3.Cl[Pd]Cl.[Fe+2] (Pd(dppf)Cl2), O (water). Run in C(C)#N (acetonitrile). Reaction conditions: temperature 100 celsius. Product: C(C)(=O)OCC=1C(=NC=CC1C1=CN(C(C(=C1)NC1=NN2C(COC(C2)(C)C)=C1)=O)C)N1C(C2=C(C=C(C=C2C=N1)C(C)(C)C)F)=O ((2-(6-tert-Butyl-8-fluoro-1-oxophthalazin-2(1H)-yl)-4-(5-(6,6-dimethyl-6,7-dihydro-4H-pyrazolo[5,1-c][1,4]oxazin-2-ylamino)-1-methyl-6-oxo-1,6-dihydropyridin-3-yl)pyridin-3-yl)methyl Acetate). Yield: 50.2%. Reaction SMILES: Br[C:2]1[CH:3]=[C:4]([NH:10][C:11]2[CH:21]=[C:14]3[CH2:15][O:16][C:17]([CH3:20])([CH3:19])[CH2:18][N:13]3[N:12]=2)[C:5](=[O:9])[N:6]([CH3:8])[CH:7]=1.[C:22]([O:25][CH2:26][C:27]1[C:28]([N:42]2[N:51]=[CH:50][C:49]3[C:44](=[C:45]([F:56])[CH:46]=[C:47]([C:52]([CH3:55])([CH3:54])[CH3:53])[CH:48]=3)[C:43]2=[O:57])=[N:29][CH:30]=[CH:31][C:32]=1B1OC(C)(C)C(C)(C)O1)(=[O:24])[CH3:23].C([O-])(=O)C.[Na+].[O-]P([O-])([O-])=O.[K+].[K+].[K+]>O.C1C=CC(P(C2C=CC=CC=2)[C-]2C=CC=C2)=CC=1.C1C=CC(P(C2C=CC=CC=2)[C-]2C=CC=C2)=CC=1.Cl[Pd]Cl.[Fe+2].C(#N)C>[C:22]([O:25][CH2:26][C:27]1[C:28]([N:42]2[N:51]=[CH:50][C:49]3[C:44](=[C:45]([F:56])[CH:46]=[C:47]([C:52]([CH3:54])([CH3:53])[CH3:55])[CH:48]=3)[C:43]2=[O:57])=[N:29][CH:30]=[CH:31][C:32]=1[C:2]1[CH:3]=[C:4]([NH:10][C:11]2[CH:21]=[C:14]3[CH2:15][O:16][C:17]([CH3:20])([CH3:19])[CH2:18][N:13]3[N:12]=2)[C:5](=[O:9])[N:6]([CH3:8])[CH:7]=1)(=[O:24])[CH3:23] |f:2.3,4.5.6.7,9.10.11.12|. Reported procedure: A 25-mL single-neck round-bottomed flask equipped with a magnetic stirrer and a reflux condenser was charged with 139e (177 mg, 0.50 mmol), 3-(acetoxymethyl)-2-(6-tert-butyl-8-fluoro-1-oxophthalazin-2(1H)-yl)pyridin-4-ylboronic acid 116c (207 mg, 0.50 mmol), Pd(dppf)Cl2 (41 mg, 0.050 mmol), sodium acetate (82 mg, 1.0 mmol), K3PO4.trihydrate (266 mg, 1.0 mmol), water (6 drops), and acetonitrile (5 mL). After three cycles of vacuum/argon flush, the mixture was heated at 100° C. for 2 h. It was the... Solvent: CO (methanol), CO (methanol). Reagents/catalysts: F[B-](F)(F)F.[Ag+] (silver tetrafluoroborate). Run at temperature 0 celsius, time 4 hour. Reported procedure: 2-Methoxy-3-trimethylsilyl-5-trifluoromethylpyridine (1.30 g, 5.21 mmol) in methanol (15 ml) was treated with silver tetrafluoroborate (1.22 g, 6.27 mmol), cooled to 0° C. and then iodine (1.32 g, 5.20 mmol) in methanol (25 ml) was slowly added. The solution was stirred at 0° C. for 4 hrs then at 22° C. for 16 hrs, before being refluxed for 8 hrs. After cooling, dichloromethane (50 ml) was added and the solution was washed with sodium thiosulphate solution (30 ml), brine (50 ml), then dried (Na2... Starting materials: II (iodine), material, COC1=NC=C(C=C1[Si](C)(C)C)C(F)(F)F (2-Methoxy-3-trimethylsilyl-5-trifluoromethylpyridine), ClCCl (dichloromethane). Reaction SMILES: [CH3:1][O:2][C:3]1[C:8]([Si](C)(C)C)=[CH:7][C:6]([C:13]([F:16])([F:15])[F:14])=[CH:5][N:4]=1.[I:17]I.ClCCl>CO.F[B-](F)(F)F.[Ag+]>[I:17][C:8]1[C:3]([O:2][CH3:1])=[N:4][CH:5]=[C:6]([C:13]([F:16])([F:15])[F:14])[CH:7]=1 |f:4.5|. Product: IC=1C(=NC=C(C1)C(F)(F)F)OC (3-Iodo-2-methoxy-5-trifluoromethylpyridine).